This data is from the Open Reaction Database (ORD), a public repository of structured organic reaction records. The task is: describe an organic reaction: reactants, conditions, products, and yield As a reaction SMILES: [Cl:25][c:26]1[c:27]([NH:33][c:34]2[c:35]([CH2:40][C:41](=[O:42])[O-:43])[cH:36][cH:37][cH:38][cH:39]2)[c:28]([Cl:32])[cH:29][cH:30][cH:31]1.[NH2:1][c:2]1[c:3]([Br:24])[cH:4][c:5]([C:6](=[O:7])[O:8][CH2:9][CH2:10][CH2:11][CH2:12][CH2:13][Cl:14])[cH:15][c:16]1[CH2:17][N:18]1[CH2:19][CH2:20][CH2:21][CH2:22][CH2:23]1.[Na+:44]>>[NH2:1][c:2]1[c:3]([Br:24])[cH:4][c:5]([C:6](=[O:7])[O:8][CH2:9][CH2:10][CH2:11][CH2:12][CH2:13][O:43][C:41]([CH2:40][c:35]2[c:34]([NH:33][c:27]3[c:26]([Cl:25])[cH:31][cH:30][cH:29][c:28]3[Cl:32])[cH:39][cH:38][cH:37][cH:36]2)=[O:42])[cH:15][c:16]1[CH2:17][N:18]1[CH2:19][CH2:20][CH2:21][CH2:22][CH2:23]1. Product: Nc1c(Br)cc(C(=O)OCCCCCOC(=O)Cc2ccccc2Nc2c(Cl)cccc2Cl)cc1CN1CCCCC1. Reactants: O=C([O-])Cc1ccccc1Nc1c(Cl)cccc1Cl, Nc1c(Br)cc(C(=O)OCCCCCCl)cc1CN1CCCCC1, [Na+]. Reactants: BrC1=C(C=C(C=C1)CO[Si](C)(C)C(C)(C)C)C (2-bromo-5-t-butyldimethylsilyloxymethyltoluene), [Mg] (Magnesium), CC=1C=C(C=O)C=CC1 (m-methylbenzaldehyde), [Cl-].[NH4+] (ammonium chloride), II (iodine). The solvent is O1CCCC1 (tetrahydrofuran), O1CCCC1 (tetrahydrofuran). Run at time 2 hour. Product: [Si](C)(C)(C(C)(C)C)OCC1=CC(=C(C(C2=CC(=CC=C2)C)O)C=C1)C (4-t-butyldimethylsilyloxymethyl-2,3'-dimethylbenzhydrol). Yield: 63.9%. Reaction SMILES: [Mg].II.Br[C:5]1[CH:10]=[CH:9][C:8]([CH2:11][O:12][Si:13]([C:16]([CH3:19])([CH3:18])[CH3:17])([CH3:15])[CH3:14])=[CH:7][C:6]=1[CH3:20].[CH3:21][C:22]1[CH:23]=[C:24]([CH:27]=[CH:28][CH:29]=1)[CH:25]=[O:26].[Cl-].[NH4+]>O1CCCC1>[Si:13]([O:12][CH2:11][C:8]1[CH:9]=[CH:10][C:5]([CH:25]([OH:26])[C:24]2[CH:27]=[CH:28][CH:29]=[C:22]([CH3:21])[CH:23]=2)=[C:6]([CH3:20])[CH:7]=1)([C:16]([CH3:19])([CH3:18])[CH3:17])([CH3:15])[CH3:14] |f:4.5|. Reported procedure: Magnesium (0.84 g, 34.6 millimol) was suspended in tetrahydrofuran (30 ml), and thereto was added a small amount of iodine. Under nitrognen atomosphere, a solution of 2-bromo-5-t-butyldimethylsilyloxymethyltoluene (10 g, 31.6 millimol) in tetrahydrofuran (10 ml) was added. When the mixture was heated for some time, the reaction was started, and heat genetated. After stirring for 2 hours as it was, m-methylbenzaldehyde (3.16 g, 26.3 millimol) was added. After stirring for 2 hours, to the mixture ... Starting materials: Cc1sc2nc(-c3cccnc3)nc(Cl)c2c1Cl, NCc1ccc(Cl)c(Cl)c1. The product is Cc1sc2nc(-c3cccnc3)nc(NCc3ccc(Cl)c(Cl)c3)c2c1Cl. As a reaction SMILES: [Cl:11][c:12]1[c:13]2[c:14]([n:15][c:16](-[c:18]3[cH:19][n:20][cH:21][cH:22][cH:23]3)[n:17]1)[s:24][c:25]([CH3:28])[c:26]2[Cl:27].[Cl:1][c:2]1[cH:3][c:4]([CH2:5][NH2:6])[cH:7][cH:8][c:9]1[Cl:10]>>[Cl:1][c:2]1[cH:3][c:4]([CH2:5][NH:6][c:12]2[c:13]3[c:14]([n:15][c:16](-[c:18]4[cH:19][n:20][cH:21][cH:22][cH:23]4)[n:17]2)[s:24][c:25]([CH3:28])[c:26]3[Cl:27])[cH:7][cH:8][c:9]1[Cl:10]. Reactants: P(Br)(Br)Br (phosphorus tribromide), ClC1=C(C=C(C=C1Cl)Cl)CO (2,3,5-trichlorophenylmethanol). Run in C1(=CC=CC=C1)C (toluene), C1(=CC=CC=C1)C (toluene). Reaction conditions: time 16 hour. Yields the product ClC1=C(C=C(C=C1Cl)Cl)CBr (2,3,5-trichlorophenylmethyl bromide). Isolated yield 276.0%. As a reaction SMILES: P(Br)(Br)[Br:2].[Cl:5][C:6]1[C:11]([Cl:12])=[CH:10][C:9]([Cl:13])=[CH:8][C:7]=1[CH2:14]O>C1(C)C=CC=CC=1>[Cl:5][C:6]1[C:11]([Cl:12])=[CH:10][C:9]([Cl:13])=[CH:8][C:7]=1[CH2:14][Br:2]. Procedure details: A solution of 7.6 grams (0.028 mole) of phosphorus tribromide in 200 mL of toluene was stirred, and 17.0 grams (0.080 mole) of 2,3,5-trichlorophenylmethanol was washed into the reaction vessel with about 5 mL of toluene. Upon completion of addition, the reaction mixture was stirred at ambient temperature for about 16 hours. The reaction mixture was then concentrated under reduced pressure to a residue. The residue was dissolved in ethyl acetate and washed with three portions of water. The organi...